This data is from the Open Reaction Database (ORD), a public repository of structured organic reaction records. The task is: describe an organic reaction: reactants, conditions, products, and yield Reactants: COc1cnc2c(=O)cc[nH]c2c1, [Ca+2], [Cl-], [Cl-]. Yields the product COc1cnc2c(Cl)ccnc2c1. Reaction SMILES: [CH3:4][O:5][c:6]1[cH:7][n:8][c:9]2[c:10](=[O:16])[cH:11][cH:12][nH:13][c:14]2[cH:15]1.[Ca+2:2].[Cl-:1].[Cl-:3]>>[Cl:1][c:10]1[c:9]2[n:8][cH:7][c:6]([O:5][CH3:4])[cH:15][c:14]2[n:13][cH:12][cH:11]1.